Task: describe an organic reaction: reactants, conditions, products, and yield. Dataset: the Open Reaction Database (ORD), a public repository of structured organic reaction records The reactants are S1C(=NC2=C1C=CC=C2)SCC2CC(=O)OC2=O (3-(benzothiazol-2-ylthio)-propane-1,2-dicarboxylic anhydride), C(CCCCCCC)N (n-octylamine), C1(=CC=CC=C1)C (toluene), O (water). Yields the product C(CCCCCCC)N=C(O)C(C(C)C(=O)O)SC=1SC2=C(N1)C=CC=C2 (N-octyl(benzothiazol-2-ylthio)-propane-1,2-dicarboxylic acid imide). RXN SMILES: [S:1]1[C:5]2[CH:6]=[CH:7][CH:8]=[CH:9][C:4]=2[N:3]=[C:2]1[S:10][CH2:11][CH:12]1[C:17](=[O:18])[O:16]C(=O)[CH2:13]1.[CH2:19]([NH2:27])[CH2:20][CH2:21][CH2:22][CH2:23][CH2:24][CH2:25][CH3:26].[C:28]1(C)C=CC=CC=1.[OH2:35]>>[CH2:19]([N:27]=[C:28]([CH:11]([S:10][C:2]1[S:1][C:5]2[CH:6]=[CH:7][CH:8]=[CH:9][C:4]=2[N:3]=1)[CH:12]([C:17]([OH:16])=[O:18])[CH3:13])[OH:35])[CH2:20][CH2:21][CH2:22][CH2:23][CH2:24][CH2:25][CH3:26]. Procedure: A solution of 7 parts of 3-(benzothiazol-2-ylthio)-propane-1,2-dicarboxylic anhydride and 3.2 parts of n-octylamine in 100 parts of toluene is heated at 112° for 5 hours until no more water is evolved. Evaporation of the solution gives N-octyl(benzothiazol-2-ylthio)-propane-1,2-dicarboxylic acid imide as a brown oil. The reactants are O=C1C(=CC=2C=CC=C3CCCN1C23)C(=O)OCC (ethyl 5-oxo-2,3-dihydro-1H,5H-pyrido[3,2,1-ij]quinoline-6-carboxylate), COCN(C[Si](C)(C)C)CC1=CC=CC=C1 (N-(methoxymethyl)-N-(trimethylsilylmethyl)benzylamine), FC(C(=O)O)(F)F (trifluoroacetic acid), C(Cl)Cl (methylene chloride). Run at temperature 40 celsius, time 24 hour. The product is Cl.Cl.C1=C2[C@H]3[C@@H](CN4C2=C(C=C1)CCC4)CNC3 ((8aR,11aR)-5,6,8,8a,9,10,11,11a-octahydro-4H-pyrido[3,2,1-ij]pyrrolo[3,4-c]quinoline, bis-hydrochloride salt). Yield: 96.0%. RXN SMILES: O=[C:2]1[N:13]2[C:14]3[C:9]([CH2:10][CH2:11][CH2:12]2)=[CH:8][CH:7]=[CH:6][C:5]=3[CH:4]=[C:3]1[C:15](OCC)=O.CO[CH2:22][N:23](CC1C=CC=CC=1)C[Si](C)(C)C.FC(F)(F)C(O)=O.C(Cl)[Cl:44]>>[ClH:44].[ClH:44].[CH:6]1[CH:7]=[CH:8][C:9]2[CH2:10][CH2:11][CH2:12][N:13]3[C:14]=2[C:5]=1[C@@H:4]1[CH2:22][NH:23][CH2:15][C@@H:3]1[CH2:2]3 |f:4.5.6|. Procedure: To a solution of ethyl 5-oxo-2,3-dihydro-1H,5H-pyrido[3,2,1-ij]quinoline-6-carboxylate (25.0 g, 97 mmol) in 400 mL of methylene chloride was added N-(methoxymethyl)-N-(trimethylsilylmethyl)benzylamine (46.1 g, 194 mmol) and trifluoroacetic acid (2.22 g, 19 mmol). The reaction mixture was stirred at 40° C. for 24 h. The reaction mixture was allowed to cool and was washed with sat'd aq. NaHCO3 and brine, dried (K2CO3) and concentrated in vacuo. The residue was purified by recrystallization from 4:... The reactants are CC(CN1N=CC(=C1)[N+](=O)[O-])(C)O (2-methyl-1-(4-nitro-1H-pyrazol-1-yl)propan-2-ol), C[Si](C)(C)Cl (trimethylsilyl chloride), N1C=NC=C1 (imidazole). The solvent is C(C)(=O)OCC (ethyl acetate), CN(C)C=O (DMF). Conditions: time 4 hour. The product is CC(CN1N=CC(=C1)[N+](=O)[O-])(C)O[Si](C)(C)C (1-(2-Methyl-2-((trimethylsilyl)oxy)propyl)-4-nitro-1H-pyrazole). The yield is 75.5%. As a reaction SMILES: [CH3:1][C:2]([OH:13])([CH3:12])[CH2:3][N:4]1[CH:8]=[C:7]([N+:9]([O-:11])=[O:10])[CH:6]=[N:5]1.[CH3:14][Si:15](Cl)([CH3:17])[CH3:16].N1C=CN=C1>CN(C=O)C.C(OCC)(=O)C>[CH3:12][C:2]([O:13][Si:15]([CH3:17])([CH3:16])[CH3:14])([CH3:1])[CH2:3][N:4]1[CH:8]=[C:7]([N+:9]([O-:11])=[O:10])[CH:6]=[N:5]1. Procedure: To a solution of 2-methyl-1-(4-nitro-1H-pyrazol-1-yl)propan-2-ol (1 equiv) in dry DMF (0.18 M) was added trimethylsilyl chloride (1.26 equiv) at 0° C. and imidazole (2.55 equiv) under an atmosphere of nitrogen. The resulting mixture was stirred at room temperature for 4 h and then diluted with ethyl acetate. The organic solution was washed with water and brine, dried over sodium sulfate and concentrated under reduced pressure to afford the title compound as a yellow oil (75.5% yield). 1H NMR (40... Starting materials: COC=1C=CC2=C(SC(=C2C(=O)C2=CC=C(C=C2)O)C2=CC=C(C=C2)OC)C1 ([6-Methoxy-2-(4-methoxyphenyl)benzo[b]thiophen-3-yl](4-hydroxyphenyl)methanone), N(=NC(=O)OCC)C(=O)OCC (diethyl azodicarboxylate), C(C)OCCO (ethylene glycol mono ethyl ether), C1(=CC=CC=C1)P(C1=CC=CC=C1)C1=CC=CC=C1 (triphenylphosphine). Product: COC=1C=CC2=C(SC(=C2C(=O)C2=CC=C(C=C2)OCCOCC)C2=CC=C(C=C2)OC)C1 ([6-Methoxy-2-(4-Methoxyphenyl)benzo[b]thiophen-3-yl][4-(Ethoxyethoxy)phenyl]methanone). Isolated yield 75.7%. RXN SMILES: [CH3:1][O:2][C:3]1[CH:4]=[CH:5][C:6]2[C:10]([C:11]([C:13]3[CH:18]=[CH:17][C:16]([OH:19])=[CH:15][CH:14]=3)=[O:12])=[C:9]([C:20]3[CH:25]=[CH:24][C:23]([O:26][CH3:27])=[CH:22][CH:21]=3)[S:8][C:7]=2[CH:28]=1.[CH2:29]([O:31][CH2:32][CH2:33]O)[CH3:30].C1(P(C2C=CC=CC=2)C2C=CC=CC=2)C=CC=CC=1.N(C(OCC)=O)=NC(OCC)=O>>[CH3:1][O:2][C:3]1[CH:4]=[CH:5][C:6]2[C:10]([C:11]([C:13]3[CH:14]=[CH:15][C:16]([O:19][CH2:30][CH2:29][O:31][CH2:32][CH3:33])=[CH:17][CH:18]=3)=[O:12])=[C:9]([C:20]3[CH:25]=[CH:24][C:23]([O:26][CH3:27])=[CH:22][CH:21]=3)[S:8][C:7]=2[CH:28]=1. Procedure details: [6-Methoxy-2-(4-methoxyphenyl)benzo[b]thiophen-3-yl](4-hydroxyphenyl)methanone (0.39 g, 1.00 mmol) and ethylene glycol mono ethyl ether (2 mmol) were converted to 350 mg of the title compound by the procedure of Example 1 using 520 mg (2.0 mmol) of triphenylphosphine and 2.0 mmol of diethyl azodicarboxylate the only difference being that the total reaction time was 18 hours. RXN SMILES: [C:1]([CH3:2])(=[O:3])[NH:4][c:5]1[n:6][c:7]([NH2:11])[cH:8][cH:9][cH:10]1.[CH3:12][C:13]1([CH3:24])[O:14][C:15](=[O:23])[C:16](=[CH:20][O:21][CH3:22])[C:17](=[O:19])[O:18]1.[CH3:25][CH2:26][OH:27]>>[C:1]([CH3:2])(=[O:3])[NH:4][c:5]1[n:6][c:7]([NH:11][CH:20]=[C:16]2[C:15](=[O:23])[O:14][C:13]([CH3:12])([CH3:24])[O:18][C:17]2=[O:19])[cH:8][cH:9][cH:10]1. The product is CC(=O)Nc1cccc(NC=C2C(=O)OC(C)(C)OC2=O)n1. Reactants: CC(=O)Nc1cccc(N)n1, COC=C1C(=O)OC(C)(C)OC1=O, CCO.